From a dataset of the Open Reaction Database (ORD), a public repository of structured organic reaction records. describe an organic reaction: reactants, conditions, products, and yield Reactants: O[C@H]1CN(CC1)C(=O)OC(C)(C)C ((R)-tert-butyl 3-hydroxypyrrolidine-1-carboxylate), FC1=NC=C(C=C1F)F (2,3,5-trifluoropyridine), [H-].[Na+] (NaH), oil. Solvent: C1CCOC1 (THF), CN(C)C=O (DMF), CCOCC (ether). Reaction conditions: temperature 40 celsius, time 8 hour. Product: FC=1C(=NC=C(C1)F)O[C@H]1CN(CC1)C(=O)OC(C)(C)C ((R)-tert-butyl 3-(3,5-difluoropyridin-2-yloxy)pyrrolidine-1-carboxylate). Yield: 46.9%. Reaction SMILES: [OH:1][C@@H:2]1[CH2:6][CH2:5][N:4]([C:7]([O:9][C:10]([CH3:13])([CH3:12])[CH3:11])=[O:8])[CH2:3]1.F[C:15]1[C:20]([F:21])=[CH:19][C:18]([F:22])=[CH:17][N:16]=1.[H-].[Na+]>C1COCC1.CN(C=O)C.CCOCC>[F:21][C:20]1[C:15]([O:1][C@@H:2]2[CH2:6][CH2:5][N:4]([C:7]([O:9][C:10]([CH3:13])([CH3:12])[CH3:11])=[O:8])[CH2:3]2)=[N:16][CH:17]=[C:18]([F:22])[CH:19]=1 |f:2.3|. Reported procedure: To a stirred solution of (R)-tert-butyl 3-hydroxypyrrolidine-1-carboxylate (1.10 g, 5.89 mmol) and 2,3,5-trifluoropyridine (0.86 g, 6.48 mmol) in dry THF (20 mL) and dry DMF (4 mL), at rt was added 60% NaH in oil (0.35 g, 8.84 mmol). The mixture was stirred in a 40° C. oil bath overnight, cooled to rt, diluted with ether (175 mL), washed with water (25 mL) and brine (25 mL), and dried over Na2SO4. Removal of the solvent left a dark oil (1.94 g) which was purified by chromatography on a 40-g sili... Reactants: N1CCCC2=CC(=CC=C12)S(=O)(=O)N1CC2CCC(C1)CC2 (3-(1,2,3,4-Tetrahydro-6-quinolinesulfonyl)-3-azabicyclo-[3.2.2]nonane), C(C)(=O)Cl (acetyl chloride), compound, CC(C)([O-])C.[K+] (Potassium tert-butoxide), C(C)(=O)Cl (acetyl chloride). The solvent is O1CCCC1 (tetrahydrofuran). Run at time 8 hour. Yields the product C(C)(=O)N1CCCC2=CC(=CC=C12)S(=O)(=O)N1CC2CCC(C1)CC2 (3-(1-Acetyl-1,2,3,4-tetrahydro-6-quinolinesulfonyl)-3-azabicyclo[3.2.2]nonane), solid. The yield is 32.0%. As a reaction SMILES: [C:1](Cl)(=[O:3])[CH3:2].[NH:5]1[C:14]2[C:9](=[CH:10][C:11]([S:15]([N:18]3[CH2:24][CH:23]4[CH2:25][CH2:26][CH:20]([CH2:21][CH2:22]4)[CH2:19]3)(=[O:17])=[O:16])=[CH:12][CH:13]=2)[CH2:8][CH2:7][CH2:6]1.CC(C)([O-])C.[K+]>O1CCCC1>[C:1]([N:5]1[C:14]2[C:9](=[CH:10][C:11]([S:15]([N:18]3[CH2:24][CH:23]4[CH2:25][CH2:26][CH:20]([CH2:21][CH2:22]4)[CH2:19]3)(=[O:17])=[O:16])=[CH:12][CH:13]=2)[CH2:8][CH2:7][CH2:6]1)(=[O:3])[CH3:2] |f:2.3|. Procedure: The title compound was synthesized by addition of acetyl chloride to the compound of Example 41. 3-(1,2,3,4-Tetrahydro-6-quinolinesulfonyl)-3-azabicyclo-[3.2.2]nonane (100 mg, 0.31 mmol) was dissolved in dry tetrahydrofuran. The solution was cooled with an ice bath. Potassium tert-butoxide (76 mg, 0.68 mmol) was added, followed by acetyl chloride (0.03 ml, 0.41 mmol). The mixture was allowed to warm slowly to room temperature as it stirred overnight. The solvent was evaporated and the residue ex... Reactants: COc1cc2c(-c3cc4c(C=O)ccnc4n3S(=O)(=O)c3ccc(C)cc3)cn(C)c2cc1OC, NCCc1ccccc1. Yields the product COc1cc2c(-c3cc4c(CNCCc5ccccc5)ccnc4n3S(=O)(=O)c3ccc(C)cc3)cn(C)c2cc1OC. RXN SMILES: [CH3:1][O:2][c:3]1[cH:4][c:5]2[c:6](-[c:15]3[cH:16][c:17]4[c:18]([n:19][cH:20][cH:21][c:22]4[CH:23]=[O:24])[n:25]3[S:26](=[O:27])(=[O:28])[c:29]3[cH:30][cH:31][c:32]([CH3:35])[cH:33][cH:34]3)[cH:7][n:8]([CH3:14])[c:9]2[cH:10][c:11]1[O:12][CH3:13].[c:36]1([CH2:42][CH2:43][NH2:44])[cH:37][cH:38][cH:39][cH:40][cH:41]1>>[CH3:1][O:2][c:3]1[cH:4][c:5]2[c:6](-[c:15]3[cH:16][c:17]4[c:18]([n:19][cH:20][cH:21][c:22]4[CH2:23][NH:44][CH2:43][CH2:42][c:36]4[cH:37][cH:38][cH:39][cH:40][cH:41]4)[n:25]3[S:26](=[O:27])(=[O:28])[c:29]3[cH:30][cH:31][c:32]([CH3:35])[cH:33][cH:34]3)[cH:7][n:8]([CH3:14])[c:9]2[cH:10][c:11]1[O:12][CH3:13]. The reactants are C(CCCCCCC)(=O)O (octanoic acid), CC(=O)[O-].[K+] (KOAc), C1=CC=CC2=CC=CC=C12 (naphthalene), Sb(OAc)3. Reagents/catalysts: CC(=O)[O-].CC(=O)[O-].[Pd+2] (Pd(OAc)2). Solvent: CCCCCCC (heptane), CCCCCCC (heptane). Conditions: time 5 hour. Product: C(CCCCCCC)(=O)OC1=CC=CC2=CC=CC=C12 (naphthyl octanoate). The yield is 73.0%. As a reaction SMILES: [C:1]([OH:10])(=[O:9])[CH2:2][CH2:3][CH2:4][CH2:5][CH2:6][CH2:7][CH3:8].[CH:11]1[C:20]2[C:15](=[CH:16][CH:17]=[CH:18][CH:19]=2)[CH:14]=[CH:13][CH:12]=1.CC([O-])=O.[K+]>CC([O-])=O.CC([O-])=O.[Pd+2].CCCCCCC>[C:1]([O:10][C:19]1[C:20]2[C:15](=[CH:14][CH:13]=[CH:12][CH:11]=2)[CH:16]=[CH:17][CH:18]=1)(=[O:9])[CH2:2][CH2:3][CH2:4][CH2:5][CH2:6][CH2:7][CH3:8] |f:2.3,4.5.6|. Procedure details: The reaction was carried out in a glass reactor furnished with a thermometer, mechanical stirrer, Dean Stark type collector equipped with a reflux condenser and gas and liquid tubes. The reactor was charged with 40 g. of octanoic acid, 10 g. (78 m mols) of naphthalene, 8 g. of heptane, 0.34 g. (1.5 millimols) of Pd(OAc)2 0.45 g (1.5 m mols of Sb(OAc)3 and 0.15 g (1.5 m mols) of KOAc. Dean Stark Collector was filled with heptane. The reaction was carried out at 170° C. with vigorous stirring for ... Starting materials: C[Si](C)(C)[N-][Si](C)(C)C, [Li+], COC(=O)Cc1sc2ccccc2c(=O)c1-c1ccccc1, C1CCOC1. The product is COC(=O)C(O)c1sc2ccccc2c(=O)c1-c1ccccc1. Reaction SMILES: [CH3:23][Si:24]([CH3:25])([CH3:26])[N-:27][Si:28]([CH3:29])([CH3:30])[CH3:31].[Li+:32].[O:1]=[c:2]1[c:3](-[c:17]2[cH:18][cH:19][cH:20][cH:21][cH:22]2)[c:4]([CH2:12][C:13](=[O:14])[O:15][CH3:16])[s:5][c:6]2[cH:7][cH:8][cH:9][cH:10][c:11]12.[O:33]1[CH2:34][CH2:35][CH2:36][CH2:37]1>>[O:1]=[c:2]1[c:3](-[c:17]2[cH:18][cH:19][cH:20][cH:21][cH:22]2)[c:4]([CH:12]([C:13](=[O:14])[O:15][CH3:16])[OH:33])[s:5][c:6]2[cH:7][cH:8][cH:9][cH:10][c:11]12.